The task is: describe an organic reaction: reactants, conditions, products, and yield. This data is from the Open Reaction Database (ORD), a public repository of structured organic reaction records. The reactants are ClC1=C(C(=O)OC(C)C)C=C(C(=C1)F)N1C(NC(=C(C1=O)C)CC)=O (isopropyl 2-chloro-4-fluoro-5-[3,6-dihydro-4-ethyl-5-methyl-2,6-dioxo-1(2H)-pyrimidinyl]-benzoate), S(=O)(=O)(OC)OC (dimethyl sulphate). Run in CN(C=O)C (dimethylformamide). Yields the product ClC1=C(C(=O)OC(C)C)C=C(C(=C1)F)N1C(N(C(=C(C1=O)C)CC)C)=O (isopropyl 2-chloro-4-fluoro-5-[3,6-dihydro-4-ethyl-3,5-dimethyl-2,6-dioxo-1(2H)-pyrimidinyl]-benzoate). As a reaction SMILES: [Cl:1][C:2]1[CH:13]=[C:12]([F:14])[C:11]([N:15]2[C:20](=[O:21])[C:19]([CH3:22])=[C:18]([CH2:23][CH3:24])[NH:17][C:16]2=[O:25])=[CH:10][C:3]=1[C:4]([O:6][CH:7]([CH3:9])[CH3:8])=[O:5].S(OC)(O[CH3:30])(=O)=O>CN(C)C=O>[Cl:1][C:2]1[CH:13]=[C:12]([F:14])[C:11]([N:15]2[C:20](=[O:21])[C:19]([CH3:22])=[C:18]([CH2:23][CH3:24])[N:17]([CH3:30])[C:16]2=[O:25])=[CH:10][C:3]=1[C:4]([O:6][CH:7]([CH3:9])[CH3:8])=[O:5]. Procedure: using isopropyl 2-chloro-4-fluoro-5-[3,6-dihydro-4-ethyl-5-methyl-2,6-dioxo-1(2H)-pyrimidinyl]-benzoate and dimethyl sulphate in dimethylformamide there is obtained isopropyl 2-chloro-4-fluoro-5-[3,6-dihydro-4-ethyl-3,5-dimethyl-2,6-dioxo-1(2H)-pyrimidinyl]-benzoate, 1H--NMR (CDCl3, 400 MHz) 7.82 ppm (d, 1H), 7.33 ppm (d, 1H), 5.23 ppm (m, 1H), 3.51 ppm (s, 3H), 2.71 ppm (m, 2H), 2.04 ppm (s, 3H), 1.35 ppm (d, 6H), 1.28 ppm (t, 3H), The reactants are CCCCCCBr, CCO, Cc1cccc(O)c1, [Na+], [OH-]. The product is CCCCCCOc1cccc(C)c1. Reaction SMILES: [Br:1][CH2:2][CH2:3][CH2:4][CH2:5][CH2:6][CH3:7].[CH3:18][CH2:19][OH:20].[CH3:8][c:9]1[cH:10][cH:11][cH:12][c:13]([OH:14])[cH:15]1.[Na+:17].[OH-:16]>>[CH2:2]([CH2:3][CH2:4][CH2:5][CH2:6][CH3:7])[O:14][c:13]1[cH:12][cH:11][cH:10][c:9]([CH3:8])[cH:15]1.